Dataset: the Open Reaction Database (ORD), a public repository of structured organic reaction records. Task: describe an organic reaction: reactants, conditions, products, and yield The reactants are CCc1csc(Cc2c(OC3OC(CO)C(O)C(O)C3O)n[nH]c2C)c1, CC(=O)O, CC(=O)OC(C)=O, C1CCOC1. Product: CCc1csc(Cc2c(OC3OC(CO)C(O)C(O)C3O)nn(C(C)=O)c2C)c1. RXN SMILES: [CH2:1]([CH3:2])[c:3]1[cH:4][c:5]([CH2:8][c:9]2[c:10]([O:15][CH:16]3[CH:17]([OH:18])[CH:19]([OH:20])[CH:21]([OH:22])[CH:23]([CH2:25][OH:26])[O:24]3)[n:11][nH:12][c:13]2[CH3:14])[s:6][cH:7]1.[CH3:27][C:28]([OH:29])=[O:30].[CH3:31][C:32]([O:33][C:34](=[O:35])[CH3:36])=[O:37].[O:38]1[CH2:39][CH2:40][CH2:41][CH2:42]1>>[CH2:1]([CH3:2])[c:3]1[cH:4][c:5]([CH2:8][c:9]2[c:10]([O:15][CH:16]3[CH:17]([OH:18])[CH:19]([OH:20])[CH:21]([OH:22])[CH:23]([CH2:25][OH:26])[O:24]3)[n:11][n:12]([C:28]([CH3:27])=[O:29])[c:13]2[CH3:14])[s:6][cH:7]1. The reactants are ClC1=C(C(=CC(=C1)C(=O)O)Cl)C1=CC=C(C=C1)F (2,6-dichloro-4′-fluorobiphenyl-4-carboxylic acid), ClC=1C=C(CO)C=C(C1)Cl (3,5-dichlorobenzyl alcohol). Solvent: C1CCOC1 (THF), C1CCOC1 (THF). Conditions: time 20 hour. Yields the product ClC1=C(C(=CC(=C1)CO)Cl)C1=CC=C(C=C1)F ((2,6-dichloro-4′-fluorobiphenyl-4-yl)methanol). RXN SMILES: [Cl:1][C:2]1[CH:7]=[C:6]([C:8](O)=[O:9])[CH:5]=[C:4]([Cl:11])[C:3]=1[C:12]1[CH:17]=[CH:16][C:15]([F:18])=[CH:14][CH:13]=1.ClC1C=C(C=C(Cl)C=1)CO>C1COCC1>[Cl:1][C:2]1[CH:7]=[C:6]([CH2:8][OH:9])[CH:5]=[C:4]([Cl:11])[C:3]=1[C:12]1[CH:17]=[CH:16][C:15]([F:18])=[CH:14][CH:13]=1. Reported procedure: To a solution of 2,6-dichloro-4′-fluorobiphenyl-4-carboxylic acid (350 mg, 1.155 mmol) in THF (5 mL) was added 2M borane-methyl sulfide complex in THF (0.35 mL, 0.70 mmol) at room temperature. After 20 hours, the reaction was quenched with 2M HCl and water and was extracted twice with ethyl acetate. The organic layers were washed with brine containing some aqueous sodium bicarbonate, dried over sodium sulfate, combined and concentrated. The residue was purified on silica gel (COMBI FLASH 12 gm c... Starting materials: [Al+3], O=C(Cl)c1ccccc1, Cc1ccccc1, [Cl-], [Cl-], [Cl-], O. Yields the product Cc1ccc(C(=O)c2ccccc2)cc1. Reaction SMILES: [Al+3:2].[C:12]([c:13]1[cH:14][cH:15][cH:16][cH:17][cH:18]1)(=[O:19])[Cl:20].[CH3:5][c:6]1[cH:7][cH:8][cH:9][cH:10][cH:11]1.[Cl-:1].[Cl-:3].[Cl-:4].[OH2:21]>>[CH3:5][c:6]1[cH:7][cH:8][c:9]([C:12]([c:13]2[cH:14][cH:15][cH:16][cH:17][cH:18]2)=[O:19])[cH:10][cH:11]1. The reactants are B(Br)(Br)Br (BBr3), ClC1=CC=C(C=C1)NC(=N)C1=CC2=CC=C(C=C2C=C1)OC (N-(4-chloro-phenyl)-6-methoxy -naphthalene-2-carboxamidine), C(=O)(O)[O-].[Na+] (NaHCO3). The solvent is ClCCl (dichloromethane), ClCCl (dichloromethane). The product is ClC1=CC=C(C=C1)NC(=N)C1=CC2=CC=C(C=C2C=C1)O (N-(4-chloro-phenyl)-6-hydroxy-naphthalene-2-carboxamidine). Yield: 14.3%. RXN SMILES: [Cl:1][C:2]1[CH:7]=[CH:6][C:5]([NH:8][C:9]([C:11]2[CH:20]=[CH:19][C:18]3[C:13](=[CH:14][CH:15]=[C:16]([O:21]C)[CH:17]=3)[CH:12]=2)=[NH:10])=[CH:4][CH:3]=1.B(Br)(Br)Br.C([O-])(O)=O.[Na+]>ClCCl>[Cl:1][C:2]1[CH:7]=[CH:6][C:5]([NH:8][C:9]([C:11]2[CH:20]=[CH:19][C:18]3[C:13](=[CH:14][CH:15]=[C:16]([OH:21])[CH:17]=3)[CH:12]=2)=[NH:10])=[CH:4][CH:3]=1 |f:2.3|. Reported procedure: To a suspension of 0.104 g (0.33 mmol) of N-(4-chloro-phenyl)-6-methoxy -naphthalene-2-carboxamidine in 5 mL of dichloromethane was added 1.5 mL (1 M, 1.5 mmol) of BBr3 in dichloromethane at 0° C. It was warmed to room temperature overnight, poured into 125 mL of saturated NaHCO3 and extracted with three 50 mL portions of ethyl acetate. The combined organic extracts were washed with 125 mL of brine, dried over Na2SO4, filtered and concentrated. The residue was purified by preparative TLC eluting... Starting materials: C(C)C1=C(C(=[N+](C=C1C)[O-])C)C (4-ethyl-2,3,5-trimethylpyridine 1-oxide), C(C)(=O)OC(C)=O (acetic anhydride). Product: C(C)(=O)OCC1=NC=C(C(=C1C)CC)C ((4-Ethyl-3,5-dimethylpyridin-2-yl)methyl acetate). Yield: 76.0%. Reaction SMILES: [CH2:1]([C:3]1[C:8]([CH3:9])=[CH:7][N+:6]([O-])=[C:5]([CH3:11])[C:4]=1[CH3:12])[CH3:2].[C:13]([O:16]C(=O)C)(=[O:15])[CH3:14]>>[C:13]([O:16][CH2:11][C:5]1[C:4]([CH3:12])=[C:3]([CH2:1][CH3:2])[C:8]([CH3:9])=[CH:7][N:6]=1)(=[O:15])[CH3:14]. Reported procedure: A mixture composed of the above 4-ethyl-2,3,5-trimethylpyridine 1-oxide (3.84 g) and acetic anhydride (50 mL) was heated under reflux for 30 minutes. After leaving to cool to room temperature, the reaction solution was concentrated under reduced pressure. The residue was dissolved in chloroform and then washed with a saturated sodium bicarbonate solution. The organic layer was dried over anhydrous magnesium sulfate, and then the solvent was evaporated under reduced pressure. The resulting residu... The reactants are ClCC(CC1=C(C(=CC=C1)F)C)=O (1-Chloro-3-(3-fluoro-2-methyl-phenyl)-propan-2-one), [Br-].[Li+] (lithium bromide). Run in CC(=O)C (acetone). Run at time 8 hour. The product is BrCC(CC1=C(C(=CC=C1)F)C)=O (1-Bromo-3-(3-fluoro-2-methyl-phenyl)-propan-2-one). The yield is 93.6%. Reaction SMILES: Cl[CH2:2][C:3](=[O:13])[CH2:4][C:5]1[CH:10]=[CH:9][CH:8]=[C:7]([F:11])[C:6]=1[CH3:12].[Br-:14].[Li+]>CC(C)=O>[Br:14][CH2:2][C:3](=[O:13])[CH2:4][C:5]1[CH:10]=[CH:9][CH:8]=[C:7]([F:11])[C:6]=1[CH3:12] |f:1.2|. Reported procedure: The compound of step 1 (3.20 g, 15.95 mmol) was dissolved in acetone (70 ml), and lithium bromide (11.08 g, 127.59 mmol) was added. The mixture was stirred overnight. The solvent was evaporated, the resulting solid was dissolved in EA and the solution washed twice with water followed by a saturated solution of sodium chloride, dried over sodium sulfate, filtered and evaporated to dryness. 3.66 g of the title compound were obtained as a white powder. The reactants are CO, CCOC(C)=O, CCOC(=O)C1CCN(c2nc(Cl)nc(NC)n2)CC1, [Li+], C1CCOC1, [OH-], O, O. The product is CNc1nc(Cl)nc(N2CCC(C(=O)O)CC2)n1. As a reaction SMILES: [CH3:25][OH:26].[CH3:32][CH2:33][O:34][C:35](=[O:36])[CH3:37].[Cl:1][c:2]1[n:3][c:4]([N:10]2[CH2:11][CH2:12][CH:13]([C:16](=[O:17])[O:18][CH2:19][CH3:20])[CH2:14][CH2:15]2)[n:5][c:6]([NH:8][CH3:9])[n:7]1.[Li+:23].[O:27]1[CH2:28][CH2:29][CH2:30][CH2:31]1.[OH-:22].[OH2:21].[OH2:24]>>[Cl:1][c:2]1[n:3][c:4]([N:10]2[CH2:11][CH2:12][CH:13]([C:16](=[O:17])[OH:18])[CH2:14][CH2:15]2)[n:5][c:6]([NH:8][CH3:9])[n:7]1. As a reaction SMILES: [Br:1][CH2:2][CH2:3][CH2:4][CH2:5][CH2:6]Cl.[Mg].[Cl:9][C:10]1[CH:11]=[C:12]([CH:15]=[CH:16][CH:17]=1)[CH:13]=[O:14].O>O1CCCC1>[Br:1][CH2:2][CH2:3][CH2:4][CH2:5][CH2:6][CH:13]([C:12]1[CH:15]=[CH:16][CH:17]=[C:10]([Cl:9])[CH:11]=1)[OH:14]. The solvent is O1CCCC1 (tetrahydrofuran), O1CCCC1 (tetrahydrofuran), O1CCCC1 (tetrahydrofuran). Reactants: [Mg] (magnesium), O (water), BrCCCCCCl (1-bromo-5-chloropentane), [Mg] (magnesium), ClC=1C=C(C=O)C=CC1 (3-chlorobenzaldehyde). Procedure details: A solution (30 ml) of 1-bromo-5-chloropentane (7.0 g) in tetrahydrofuran was gently added dropwise under refluxing to a suspension (30 ml) of magnesium (0.92 g) in tetrahydrofuran. After confirmation of disappearance of magnesium, a solution (30 ml) of 3-chlorobenzaldehyde (5.3 g) in tetrahydrofuran was dropwise added. After cooling, water was added to the reaction mixture, and the mixture was extracted with ethyl acetate. The organic layer was washed with brine, dried and the solvent was evapor... Product: BrCCCCCC(O)C1=CC(=CC=C1)Cl (6-bromo-1-(3-chlorophenyl)-1-hexanol). Reactants: I.CSC(NC1=C(C=CC(=C1)C)N1CCOCC1)=NC (2-methyl-1-(5-methyl-2-morpholinophenyl)-3-methyl-2-thiopseudourea hydroiodide), CN (methylamine). The solvent is C(C)O (ethanol). Run at time 21 day. Yields the product CNC(=NC1=C(C=CC(=C1)C)N1CCOCC1)NC (1,3-dimethyl-2-(5-methyl-2-morpholinophenyl)guanidine). Reaction SMILES: I.CS[C:4](=[N:19][CH3:20])[NH:5][C:6]1[CH:11]=[C:10]([CH3:12])[CH:9]=[CH:8][C:7]=1[N:13]1[CH2:18][CH2:17][O:16][CH2:15][CH2:14]1.[CH3:21][NH2:22]>C(O)C>[CH3:20][NH:19][C:4]([NH:22][CH3:21])=[N:5][C:6]1[CH:11]=[C:10]([CH3:12])[CH:9]=[CH:8][C:7]=1[N:13]1[CH2:18][CH2:17][O:16][CH2:15][CH2:14]1 |f:0.1|. Procedure details: A mixture of 2-methyl-1-(5-methyl-2-morpholinophenyl)-3-methyl-2-thiopseudourea hydroiodide (6 g) and 33% methylamine in absolute ethanol solution (250 ml) was kept at room temperature for 21 days to yield 1,3-dimethyl-2-(5-methyl-2-morpholinophenyl)guanidine as an oil which was dissolved in methanol (60 ml) and treated with fumaric acid (1.7 g) to give 1,3-dimethyl-2-(5-methyl-2-morpholinophenyl)guanidine fumarate (1.2 g) as a colourless solid which was recrystallised from a 1:1 mixture of meth... Reactants: O[C@@H]1[C@@H](O[C@]2(OC(O[C@H]21)(C)C)C(=O)OC)CNC(CNC(CN2CCN(CCN(CCN(CC2)CC(OC(C)(C)C)=O)CC(OC(C)(C)C)=O)CC(=O)OC(C)(C)C)=O)=O (methyl (3aR,5S,6R,6aS)-6-hydroxy-2,2-dimethyl-5-{[(N-{[4,7,10-tris(2-tert-butoxy-2-oxoethyl)-1,4,7,10-tetraazacyclododecan-1-yl]acetyl}glycyl)amino]methyl}dihydrofuro[2,3-d][1,3]dioxole-3a(5H) -carboxylate), LiOHH2O. Run in CO (MeOH). Reaction conditions: time 4 hour. The product is O[C@@H]1[C@@H](O[C@]2(OC(O[C@H]21)(C)C)C(=O)O)CNC(CNC(CN2CCN(CCN(CCN(CC2)CC(OC(C)(C)C)=O)CC(OC(C)(C)C)=O)CC(=O)OC(C)(C)C)=O)=O ((3aR,5S,6R,6aS)-6-hydroxy-2,2-dimethyl-5-{[(N-{[4,7,10-tris(2-tert-butoxy-2-oxoethyl)-1,4,7,10-tetraazacyclododecan-1-yl]acetyl}glycyl)amino]methyl}dihydrofuro[2,3-d][1,3]dioxole-3a(5H)-carboxylic acid). Isolated yield 81.0%. As a reaction SMILES: [OH:1][C@H:2]1[C@H:9]2[C@:5]([C:12]([O:14]C)=[O:13])([O:6][C:7]([CH3:11])([CH3:10])[O:8]2)[O:4][C@H:3]1[CH2:16][NH:17][C:18](=[O:60])[CH2:19][NH:20][C:21](=[O:59])[CH2:22][N:23]1[CH2:34][CH2:33][N:32]([CH2:35][C:36](=[O:42])[O:37][C:38]([CH3:41])([CH3:40])[CH3:39])[CH2:31][CH2:30][N:29]([CH2:43][C:44](=[O:50])[O:45][C:46]([CH3:49])([CH3:48])[CH3:47])[CH2:28][CH2:27][N:26]([CH2:51][C:52]([O:54][C:55]([CH3:58])([CH3:57])[CH3:56])=[O:53])[CH2:25][CH2:24]1>CO>[OH:1][C@H:2]1[C@H:9]2[C@:5]([C:12]([OH:14])=[O:13])([O:6][C:7]([CH3:11])([CH3:10])[O:8]2)[O:4][C@H:3]1[CH2:16][NH:17][C:18](=[O:60])[CH2:19][NH:20][C:21](=[O:59])[CH2:22][N:23]1[CH2:34][CH2:33][N:32]([CH2:35][C:36](=[O:42])[O:37][C:38]([CH3:39])([CH3:40])[CH3:41])[CH2:31][CH2:30][N:29]([CH2:43][C:44](=[O:50])[O:45][C:46]([CH3:47])([CH3:48])[CH3:49])[CH2:28][CH2:27][N:26]([CH2:51][C:52]([O:54][C:55]([CH3:58])([CH3:57])[CH3:56])=[O:53])[CH2:25][CH2:24]1. Procedure details: To a solution of 19a (1.0 g, 1.17 mmol) in MeOH (2 mL) was added a solution of LiOHH2O (48.5 mg, 1.17 mmol, Aldrich). The resulting solution was stirred at room temperature for 4 h. Solvents were evaporated and the residue was purified by silica column chromatography. Product 20a was obtained as a white solid (0.8 g; yield 81%).